describe an organic reaction: reactants, conditions, products, and yield From a dataset of the Open Reaction Database (ORD), a public repository of structured organic reaction records. As a reaction SMILES: [CH:1]1([C:7]2[CH:16]=[C:15]([Cl:17])[CH:14]=[C:9]([C:10]([O:12][CH3:13])=[O:11])[C:8]=2[OH:18])[CH2:6][CH2:5][CH:4]=[CH:3][CH2:2]1>FC(F)(F)C(O)=O>[Cl:17][C:15]1[CH:14]=[C:9]([C:10]([O:12][CH3:13])=[O:11])[C:8]2[O:18][C@@H:2]3[CH2:3][CH2:4][CH2:5][CH2:6][C@H:1]3[C:7]=2[CH:16]=1. The solvent is FC(C(=O)O)(F)F (trifluoroacetic acid), hexanes. Procedure details: A mixture of 9 g of methyl 3-(3-cyclohexenyl)-5chlorosalicylate and 20 ml trifluoroacetic acid is heated at 70° C. overnight. The cooled reaction mixture is diluted with hexanes, washed three times with water, dried and evaporated to dryness. The residue is purified with flash chromatography using 10% ethyl acetate/hexane to give four fractions The reactants are C1(CC=CCC1)C1=C(C(C(=O)OC)=CC(=C1)Cl)O (methyl 3-(3-cyclohexenyl)-5chlorosalicylate). Run at temperature 70 celsius. Product: ClC1=CC2=C(O[C@H]3[C@H]2CCCC3)C(=C1)C(=O)OC (METHYL 2-CHLORO-TRANS-5a,6,7,8,9,9a-HEXAHYDRODIBENZOFURAN-4-CARBOXYLATE). Starting materials: CO (methanol), aqueous solution, [OH-].[K+] (potassium hydroxide), C[C@]12CC[C@@H]3C=4C=CC(=CC4CC[C@H]3[C@@H]1CCC2=O)O (estrone), S(=O)(=O)(OC)OC (dimethyl sulfate). The solvent is O (Water). Reaction conditions: time 2 hour. The product is COC (methyl ether), C[C@]12CC[C@@H]3C=4C=CC(=CC4CC[C@H]3[C@@H]1CCC2=O)O (estrone). Reaction SMILES: CO.[OH-].[K+].[CH3:5][C@@:6]12[C:22](=[O:23])[CH2:21][CH2:20][C@H:19]1[C@H:18]1[C@@H:9]([C:10]3[CH:11]=[CH:12][C:13]([OH:24])=[CH:14][C:15]=3[CH2:16][CH2:17]1)[CH2:8][CH2:7]2.S(OC)(O[CH3:29])(=O)=O>O>[CH3:29][O:24][CH3:13].[CH3:5][C@@:6]12[C:22](=[O:23])[CH2:21][CH2:20][C@H:19]1[C@H:18]1[C@@H:9]([C:10]3[CH:11]=[CH:12][C:13]([OH:24])=[CH:14][C:15]=3[CH2:16][CH2:17]1)[CH2:8][CH2:7]2 |f:1.2|. Procedure: Into a mixture of 20 ml of methanol and 16 ml of 30% aqueous solution of potassium hydroxide, 1.0 g of estrone was dissolved and the mixture was cooled in an ice bath and stirred while 4 ml of dimethyl sulfate was added. Stirring was continued for 2 hours. Water was added to the reaction mixture and the crystals which precipitated during the addition of water were filtered, washed with water and dried to obtain 0.341 g of the 96.3% purity methyl ether of estrone in a 34.2% yield. Reactants: O=C1N(C(C2=CC=CC=C12)=O)CCN1C(=NC2=C1C=CC=C2)C2CN(CCC2)C(=O)OC(C)(C)C (tert-butyl 3-(1-(2-(1,3-dioxoisoindolin-2-yl)ethyl)-1H-benzo[d]imidazol-2-yl)piperidine-1-carboxylate), FC(C(=O)O)(F)F (trifluoroacetic acid), resultant solution. The solvent is C(Cl)Cl (CH2Cl2). Yields the product N1CC(CCC1)C1=NC2=C(N1CCN1C(C3=CC=CC=C3C1=O)=O)C=CC=C2 (2-(2-(2-(piperidin-3-yl)-1H-benzo[d]imidazol-1-yl)ethyl)isoindoline-1,3-dione). RXN SMILES: [O:1]=[C:2]1[C:10]2[C:5](=[CH:6][CH:7]=[CH:8][CH:9]=2)[C:4](=[O:11])[N:3]1[CH2:12][CH2:13][N:14]1[C:18]2[CH:19]=[CH:20][CH:21]=[CH:22][C:17]=2[N:16]=[C:15]1[CH:23]1[CH2:28][CH2:27][CH2:26][N:25](C(OC(C)(C)C)=O)[CH2:24]1.FC(F)(F)C(O)=O>C(Cl)Cl>[NH:25]1[CH2:26][CH2:27][CH2:28][CH:23]([C:15]2[N:14]([CH2:13][CH2:12][N:3]3[C:4](=[O:11])[C:5]4[C:10](=[CH:9][CH:8]=[CH:7][CH:6]=4)[C:2]3=[O:1])[C:18]3[CH:19]=[CH:20][CH:21]=[CH:22][C:17]=3[N:16]=2)[CH2:24]1. Reported procedure: tert-Butyl 3-(1-(2-(1,3-dioxoisoindolin-2-yl)ethyl)-1H-benzo[d]imidazol-2-yl)piperidine-1-carboxylate (129A) (4.36 mmoles max, crude mixture) was added to a 20 mL scintillation vial equipped for stirring. CH2Cl2 (3 mL) and trifluoroacetic acid (1 mL) were then added and the resultant solution was allowed to stir at room temperature for 72 hrs. The reaction was concentrated and dried in-vacuo affording 2-(2-(2-(piperidin-3-yl)-1H-benzo[d]imidazol-1-yl)ethyl)isoindoline-1,3-dione (129B) as a mixtu... Reactants: [N+](=O)([O-])C=1C=NC=CC1OC1=C(C=C(C=C1)C(CC)(C)C)C(CC)(C)C (3-Nitro-4-(2,4-bis(1,1-dimethylpropyl)phenoxy)-pyridine), [H][H] (hydrogen). Reagents/catalysts: [Pd] (Pd/C). Run in C(C)O (ethanol). The product is NC=1C=NC=CC1OC1=C(C=C(C=C1)C(CC)(C)C)C(CC)(C)C (3-amino-4-(2,4-bis(1,1-dimethylpropyl)phenoxy)-pyridine). Reaction SMILES: [N+:1]([C:4]1[CH:5]=[N:6][CH:7]=[CH:8][C:9]=1[O:10][C:11]1[CH:16]=[CH:15][C:14]([C:17]([CH3:21])([CH3:20])[CH2:18][CH3:19])=[CH:13][C:12]=1[C:22]([CH3:26])([CH3:25])[CH2:23][CH3:24])([O-])=O.[H][H]>C(O)C.[Pd]>[NH2:1][C:4]1[CH:5]=[N:6][CH:7]=[CH:8][C:9]=1[O:10][C:11]1[CH:16]=[CH:15][C:14]([C:17]([CH3:20])([CH3:21])[CH2:18][CH3:19])=[CH:13][C:12]=1[C:22]([CH3:25])([CH3:26])[CH2:23][CH3:24]. Procedure: 3-Nitro-4-(2,4-bis(1,1-dimethylpropyl)phenoxy)-pyridine (6.0 g, 0.017 mol) was dissolved in ethanol (50 mL) and catalytically reduced by hydrogen with Pd/C catalyst at room temperature for 2 hours. The mixture was filtered through filter-cel and the ethanol removed in vacuo to yield the pure product 3-amino-4-(2,4-bis(1,1-dimethylpropyl)phenoxy)-pyridine in 98% recovered yield. Mass spectral and NMR data were consistent with the proposed structure. Reactants: [BH4-], C1CCOC1, CCCCCCC(=O)CCC(=O)OCCC(C)CCC=C(C)C, [Na+], O. Product: CCCCCCC(O)CCC(=O)OCCC(C)CCC=C(C)C. As a reaction SMILES: [BH4-:1].[CH2:27]1[O:28][CH2:29][CH2:30][CH2:31]1.[CH3:3][CH:4]([CH2:5][CH2:6][O:7][C:8]([CH2:9][CH2:10][C:11]([CH2:12][CH2:13][CH2:14][CH2:15][CH2:16][CH3:17])=[O:18])=[O:19])[CH2:20][CH2:21][CH:22]=[C:23]([CH3:24])[CH3:25].[Na+:2].[OH2:26]>>[CH3:3][CH:4]([CH2:5][CH2:6][O:7][C:8]([CH2:9][CH2:10][CH:11]([CH2:12][CH2:13][CH2:14][CH2:15][CH2:16][CH3:17])[OH:18])=[O:19])[CH2:20][CH2:21][CH:22]=[C:23]([CH3:24])[CH3:25]. Starting materials: CON(C(=O)C=1N=CN(C1)C1=CC(=CC=C1)C=1C(=NC(=NC1)OC)OC)C (1-[3-(2,4-Dimethoxy-pyrimidin-5-yl)-phenyl]-1H-imidazole-4-carboxylic acid methoxy-methyl-amide), BrC1=C(C=CC=C1)OC (2-bromoanisole). Product: COC1=NC=C(C(=N1)OC)C=1C=C(C=CC1)N1C=NC(=C1)C(=O)C1=C(C=CC=C1)OC ({1-[3-(2,4-Dimethoxy-pyrimidin-5-yl)-phenyl]-1H-imidazol-4-yl}-(2-methoxy-phenyl)-methanone). Reaction SMILES: CON(C)[C:4]([C:6]1[N:7]=[CH:8][N:9]([C:11]2[CH:16]=[CH:15][CH:14]=[C:13]([C:17]3[C:18]([O:25][CH3:26])=[N:19][C:20]([O:23][CH3:24])=[N:21][CH:22]=3)[CH:12]=2)[CH:10]=1)=[O:5].Br[C:29]1[CH:34]=[CH:33][CH:32]=[CH:31][C:30]=1[O:35][CH3:36]>>[CH3:24][O:23][C:20]1[N:19]=[C:18]([O:25][CH3:26])[C:17]([C:13]2[CH:12]=[C:11]([N:9]3[CH:10]=[C:6]([C:4]([C:29]4[CH:34]=[CH:33][CH:32]=[CH:31][C:30]=4[O:35][CH3:36])=[O:5])[N:7]=[CH:8]3)[CH:16]=[CH:15][CH:14]=2)=[CH:22][N:21]=1. Procedure details: This compound is prepared by method C using compound 12m and 2-bromoanisole Starting materials: [BH4-].[Na+] (Sodium borohydride), NCCCCCN1C=NC=C1 (1-(5-aminopentyl)imidazole), C1(=CC=CC=C1)CCC=O (3-phenylpropionaldehyde), C1(=CC=C(C=C1)S(=O)(=O)O)C (p-toluenesulphonic acid). Solvent: C1(=CC=CC=C1)C (toluene), IMS. Conditions: temperature 5 celsius. The product is C1(=CC=CC=C1)CCCNCCCCCN1C=NC=C1 (N-(3-phenylpropyl)-5-imidazol-1-ylpentylamine). As a reaction SMILES: [NH2:1][CH2:2][CH2:3][CH2:4][CH2:5][CH2:6][N:7]1[CH:11]=[CH:10][N:9]=[CH:8]1.[C:12]1([CH2:18][CH2:19][CH:20]=O)[CH:17]=[CH:16][CH:15]=[CH:14][CH:13]=1.C1(C)C=CC(S(O)(=O)=O)=CC=1.[BH4-].[Na+]>C1(C)C=CC=CC=1>[C:12]1([CH2:18][CH2:19][CH2:20][NH:1][CH2:2][CH2:3][CH2:4][CH2:5][CH2:6][N:7]2[CH:11]=[CH:10][N:9]=[CH:8]2)[CH:17]=[CH:16][CH:15]=[CH:14][CH:13]=1 |f:3.4|. Reported procedure: A mixture of 1-(5-aminopentyl)imidazole (3.48 g), 3-phenylpropionaldehyde (3.08 g), p-toluenesulphonic acid (0.1 g) and toluene (90 ml) was boiled under reflux whilst removing the water formed using a Dean & Stark apparatus under nitrogen for 2 hours. The mixture was evaporated to dryness under reduced pressure to give an oil which was dissolved in IMS (100 ml) and cooled to 5° C. under nitrogen. Sodium borohydride (0.87 g) was added to the solution with stirring. The mixture was allowed to warm...